From a dataset of the Open Reaction Database (ORD), a public repository of structured organic reaction records. describe an organic reaction: reactants, conditions, products, and yield The reactants are BrC1=C(C=CC=C1)CC[C@H](C1=CC(=CC=C1)CO)SCC1(CC1)CC(=O)OC (Methyl (R)-1-(((3-(2-bromophenyl)-1-(3-(hydroxymethyl)phenyl)propyl)thio)methyl)cyclopropaneacetate). The reagents and catalysts are O=[Mn]=O (MnO2), O=[Mn]=O (MnO2). Solvent: CCOC(=O)C (EtOAc). Run at time 4 hour. Yields the product BrC1=C(C=CC=C1)CC[C@H](C1=CC(=CC=C1)C=O)SCC1(CC1)CC(=O)OC (Methyl (R)-1-(((3-(2-bromophenyl)-1-(3-formylphenyl)propyl)thio)methyl)cyclopropaneacetate). Isolated yield 86.5%. RXN SMILES: [Br:1][C:2]1[CH:7]=[CH:6][CH:5]=[CH:4][C:3]=1[CH2:8][CH2:9][C@@H:10]([S:19][CH2:20][C:21]1([CH2:24][C:25]([O:27][CH3:28])=[O:26])[CH2:23][CH2:22]1)[C:11]1[CH:16]=[CH:15][CH:14]=[C:13]([CH2:17][OH:18])[CH:12]=1>CCOC(C)=O.O=[Mn]=O>[Br:1][C:2]1[CH:7]=[CH:6][CH:5]=[CH:4][C:3]=1[CH2:8][CH2:9][C@@H:10]([S:19][CH2:20][C:21]1([CH2:24][C:25]([O:27][CH3:28])=[O:26])[CH2:22][CH2:23]1)[C:11]1[CH:16]=[CH:15][CH:14]=[C:13]([CH:17]=[O:18])[CH:12]=1. Procedure: A mixture of the benzylic alcohol of Step 7 (1.176 g, 2.54 mmol) and activated MnO2 (4.6 g, 20 equiv.) in 25 mL of EtOAc was stirred at room temperature for 4 hr. Another batch of MnO2 (1.1 g) was added and the mixture was stirred 20 min. It was filtered through celite to afford 1.014 g (87%) of the title aldehyde. Starting materials: FC=1C=CC2=C(N(C=N2)C2=NC=C3NC(N(C3=N2)[C@@H]2CC[C@H](CC2)C(=O)OC)=O)C1 (trans-methyl 4-(2-(6-fluoro-1H-benzo[d]imidazol-1-yl)-8-oxo-7,8-dihydropurin-9-yl)cyclohexanecarboxylate), C1CCOC1 (THF), [H-].[H-].[H-].[H-].[Li+].[Al+3] (LiAlH4). The solvent is C(Cl)Cl (DCM). Run at temperature 0 celsius, time 12 hour. The product is FC=1C=CC2=C(N(C=N2)C2=NC=C3NC(N(C3=N2)[C@@H]2CC[C@H](CC2)CO)=O)C1 (2-(6-Fluoro-1H-benzo[d]imidazol-1-yl)-9-(trans-4-(hydroxymethyl)cyclohexyl)-7H-purin-8(9H)-one). Isolated yield 53.7%. RXN SMILES: [F:1][C:2]1[CH:3]=[CH:4][C:5]2[N:9]=[CH:8][N:7]([C:10]3[N:18]=[C:17]4[C:13]([NH:14][C:15](=[O:29])[N:16]4[C@H:19]4[CH2:24][CH2:23][C@H:22]([C:25](OC)=[O:26])[CH2:21][CH2:20]4)=[CH:12][N:11]=3)[C:6]=2[CH:30]=1.C1COCC1.[H-].[H-].[H-].[H-].[Li+].[Al+3]>C(Cl)Cl>[F:1][C:2]1[CH:3]=[CH:4][C:5]2[N:9]=[CH:8][N:7]([C:10]3[N:18]=[C:17]4[C:13]([NH:14][C:15](=[O:29])[N:16]4[C@H:19]4[CH2:20][CH2:21][C@H:22]([CH2:25][OH:26])[CH2:23][CH2:24]4)=[CH:12][N:11]=3)[C:6]=2[CH:30]=1 |f:2.3.4.5.6.7|. Procedure details: A solution of trans-methyl 4-(2-(6-fluoro-1H-benzo[d]imidazol-1-yl)-8-oxo-7,8-dihydropurin-9-yl)cyclohexanecarboxylate (6 mg) in DCM was treated with 10 equivalents of a 1 M THF solution of LiAlH4 at −10° C. The mixture was stirred at −10° C. for 12 hours and 0° C. for 2 more hours. The mixture was quenched with aqueous sodium bicarbonate and extracted with EtOAc. Silica gel chromatography provided 3.0 mg of the title compound. 1H-NMR (300 MHz, CDCl3) δ 9.0 (s, 1H), 8.3 (dd, 1H), 8.1 (s, 1H), 7.... Reactants: S=C1NC(SC1)=O (4-thioxo-1,3-thiazolidin-2-one), NCCOCCO (2-(2-aminoethoxy)ethanol). The solvent is CC(C)O (2-propanol), C(C)(=O)OCC (ethyl acetate). Reaction conditions: time 2 hour. Product: OCCOCCNC1=NC(SC1)=O (4-{[2-(2-hydroxyethoxy)ethyl]amino}-1,3-thiazol-2(5H)-one). Reaction SMILES: S=[C:2]1[CH2:6][S:5][C:4](=[O:7])[NH:3]1.[NH2:8][CH2:9][CH2:10][O:11][CH2:12][CH2:13][OH:14]>CC(O)C.C(OCC)(=O)C>[OH:14][CH2:13][CH2:12][O:11][CH2:10][CH2:9][NH:8][C:2]1[CH2:6][S:5][C:4](=[O:7])[N:3]=1. Procedure details: To a suspension of 4-thioxo-1,3-thiazolidin-2-one (10 g) in 2-propanol (25 mL) and ethyl acetate (75 mL) was added 2-(2-aminoethoxy)ethanol (7.50 mL), and the mixture was stirred at room temperature for 2 hr and further stirred for 2 hr under ice-cooling. The precipitate was collected by filtration, and the obtained solid was washed with ethyl acetate to give the title compound (12.5 g). Starting materials: COC(C1=C(C(=CC(=C1)OC)O)C)=O (3-hydroxy-5-methoxy-2-methylbenzoic acid methyl ester), BrBr (bromine). Run in C(Cl)(Cl)Cl (chloroform), C(Cl)(Cl)Cl (chloroform). Conditions: time 2 hour. The product is COC(C1=C(C(=CC(=C1C)O)OC)Br)=O (2-bromo-3-methoxy-5-hydroxy-6-methylbenzoic acid methyl ester). Isolated yield 85.0%. RXN SMILES: [CH3:1][O:2][C:3](=[O:14])[C:4]1[CH:9]=[C:8]([O:10][CH3:11])[CH:7]=[C:6]([OH:12])[C:5]=1[CH3:13].[Br:15]Br>C(Cl)(Cl)Cl>[CH3:1][O:2][C:3](=[O:14])[C:4]1[C:5]([CH3:13])=[C:6]([OH:12])[CH:7]=[C:8]([O:10][CH3:11])[C:9]=1[Br:15]. Reported procedure: To a solution of 23.5 g of 3-hydroxy-5-methoxy-2-methylbenzoic acid methyl ester in 1.3 1 of chloroform was added over 1 h at -50° to -60° C. a solution of 19.2 g of bromine in 0.2 l of chloroform. Stirring was continued for 2.5 h at -40° C. and for 2 h at 0° C. The reaction mixture was evaporated in vacuo at 0° C.; the residue was dissolved in a mixture of toluene/ethanol (1:1, v/v) and the solvent was again evaporated in vacuo. This procedure was repeated twice With toluene/ethanol (1:1, v/v),... The yield is 66.0%. Yields the product C1(C(OS1(=O)=O)(F)F)(C(F)(F)F)F (HFP suitone). Run at temperature -45 celsius, time 9 minute. The reactants are OS(=O)(=O)O.O=S(=O)=O (oleum), ( g ), liquid, FC(C(=C(F)F)F)(F)F (hexafluoropropene). Reaction SMILES: [OH:1][S:2]([OH:5])(=O)=[O:3].O=S(=O)=O.[F:10][C:11]([F:18])([F:17])[C:12]([F:16])=[C:13]([F:15])[F:14]>>[C:12]1([F:16])([C:11]([F:18])([F:17])[F:10])[S:2](=[O:5])(=[O:3])[O:1][C:13]1([F:15])[F:14] |f:0.1|. Reported procedure: A 100 mL Parr™ reactor was charged with 63.8 g of 65% oleum (0.52 mole SO3), cooled to -45° C., evacuated, and then charged with 62 grams (0.44 mole) liquid hexafluoropropene from a cold trap (-78° C.). The reaction mixture was allowed to warm to room temperature. At 20° C. a slight exotherm was observed which increased to a maximum temperature of 56° C. and a pressure of 965 kPa over a 9 minute period. Following the exotherm the reactor was held at 42° C. for 6 hours while the mixture was agita... As a reaction SMILES: [CH2:1]([O:3][C:4](=[O:2])[c:6]1[c:7]([CH2:21][N:22]([CH3:23])[CH3:24])[n:8][c:9]2[cH:10][c:11]([C:17]([F:18])([F:19])[F:20])[cH:12][cH:13][c:14]2[c:15]1[CH3:16])[CH3:5].[CH3:34][CH2:35][O:36][C:37]([CH3:38])=[O:39].[CH3:40][CH2:41][CH2:42][CH2:43][CH2:44][CH3:45].[CH3:46][c:47]1[cH:48][cH:49][cH:50][cH:51][cH:52]1.[F:25][c:26]1[cH:27][c:28]([CH2:29][NH2:30])[cH:31][cH:32][cH:33]1>>[O:3]=[C:4]([c:6]1[c:7]([CH2:21][N:22]([CH3:23])[CH3:24])[n:8][c:9]2[cH:10][c:11]([C:17]([F:18])([F:19])[F:20])[cH:12][cH:13][c:14]2[c:15]1[CH3:16])[NH:30][CH2:29][c:28]1[cH:27][c:26]([F:25])[cH:33][cH:32][cH:31]1. The reactants are CCOC(=O)c1c(CN(C)C)nc2cc(C(F)(F)F)ccc2c1C, CCOC(C)=O, CCCCCC, Cc1ccccc1, NCc1cccc(F)c1. The product is Cc1c(C(=O)NCc2cccc(F)c2)c(CN(C)C)nc2cc(C(F)(F)F)ccc12. Reported procedure: A mixture 5-Bromo-2-fluoro-phenol (prepared by the method of Elliott, M. et al. GB2187731) (500 mg, 2.62 mmol, 1 eq.), 1-bromopropane (322 mg, 2.62 mmol, 1 eq.), and K2CO3 (434 mg, 3.14 mmol, 1.2 eq.) in acetone (20 mL) is heated at 65° C. for 24 h. After cooling to room temperature, the reaction is concentrated, diluted with EtOAc and sequentially washed with 1 N aqueous NaOH and saturated aqueous NaCl. The organic solution is dried over Na2SO4. After concentration, the residue is purified by s... Solvent: CC(=O)C (acetone). Yields the product BrC1=CC(=C(C=C1)F)OCCC (4-Bromo-1-fluoro-2-propoxy-benzene). Reactants: BrCCC (1-bromopropane), C(=O)([O-])[O-].[K+].[K+] (K2CO3), BrC=1C=CC(=C(C1)O)F (5-Bromo-2-fluoro-phenol). RXN SMILES: [Br:1][C:2]1[CH:3]=[CH:4][C:5]([F:9])=[C:6]([OH:8])[CH:7]=1.Br[CH2:11][CH2:12][CH3:13].C([O-])([O-])=O.[K+].[K+]>CC(C)=O>[Br:1][C:2]1[CH:3]=[CH:4][C:5]([F:9])=[C:6]([O:8][CH2:11][CH2:12][CH3:13])[CH:7]=1 |f:2.3.4|.